This data is from the Open Reaction Database (ORD), a public repository of structured organic reaction records. The task is: describe an organic reaction: reactants, conditions, products, and yield Reactants: N1(CCCCC1)C1=C(C=CC=C1)C(C)C(C1=CC=C(C(=O)O)C=C1)C(=O)N (4-[(1-(2-piperidino-phenyl)-ethyl)-aminocarbonylmethyl]-benzoic acid), [OH-].[Na+] (sodium hydroxide). Run in C(C)O (ethanol). Run at temperature 20 celsius, time 30 minute. Product: [Na+].N1(CCCCC1)C1=C(C=CC=C1)C(C)C(C1=CC=C(C(=O)[O-])C=C1)C(=O)N (4-[(1-(2-Piperidino-phenyl)-1-ethyl)-aminocarbonylmethyl]-benzoic acid sodium salt). Reaction SMILES: [N:1]1([C:7]2[CH:12]=[CH:11][CH:10]=[CH:9][C:8]=2[CH:13]([CH:15]([C:25]([NH2:27])=[O:26])[C:16]2[CH:24]=[CH:23][C:19]([C:20]([OH:22])=[O:21])=[CH:18][CH:17]=2)[CH3:14])[CH2:6][CH2:5][CH2:4][CH2:3][CH2:2]1.[OH-].[Na+:29]>C(O)C>[Na+:29].[N:1]1([C:7]2[CH:12]=[CH:11][CH:10]=[CH:9][C:8]=2[CH:13]([CH:15]([C:25]([NH2:27])=[O:26])[C:16]2[CH:17]=[CH:18][C:19]([C:20]([O-:22])=[O:21])=[CH:23][CH:24]=2)[CH3:14])[CH2:2][CH2:3][CH2:4][CH2:5][CH2:6]1 |f:1.2,4.5|. Reported procedure: An amount of 8.4 gm (0.0229 mol) of 4-[(1-(2-piperidino-phenyl)-ethyl)-aminocarbonylmethyl]-benzoic acid was dissolved at 60° to 65° C. in 80 ml of ethanol. To this solution 22.9 ml of 1N sodium hydroxide solution were added under stirring, and stirring was continued for 30 minutes. After cooling to 20° C., a precipitate was thereby obtained. After further cooling to 0° C., the precipitate was filtered and washed with cold ethanol and ether. The precipitate thus obtained (m.p.: 250°-251° C.) was... The reactants are ClCCCCC1(C(NC2=CC=CC=C12)=O)CC (3-(4-chlorobutyl)-3-ethyl-1,3-dihydro-2H-indol-2-one), COC=1C=C(C=CC1)N1CCNCC1 (1-(3-methoxyphenyl)-piperazine). Yields the product C(C)C1(C(NC2=CC=CC=C12)=O)CCCCN1CCN(CC1)C1=CC(=CC=C1)OC (3-Ethyl-3-{4-[4-(3-methoxyphenyl)-piperazin-1-yl]-butyl}-1,3-dihydro-2H-indol-2-one). RXN SMILES: Cl[CH2:2][CH2:3][CH2:4][CH2:5][C:6]1([CH2:16][CH3:17])[C:14]2[C:9](=[CH:10][CH:11]=[CH:12][CH:13]=2)[NH:8][C:7]1=[O:15].[CH3:18][O:19][C:20]1[CH:21]=[C:22]([N:26]2[CH2:31][CH2:30][NH:29][CH2:28][CH2:27]2)[CH:23]=[CH:24][CH:25]=1>>[CH2:16]([C:6]1([CH2:5][CH2:4][CH2:3][CH2:2][N:29]2[CH2:28][CH2:27][N:26]([C:22]3[CH:23]=[CH:24][CH:25]=[C:20]([O:19][CH3:18])[CH:21]=3)[CH2:31][CH2:30]2)[C:14]2[C:9](=[CH:10][CH:11]=[CH:12][CH:13]=2)[NH:8][C:7]1=[O:15])[CH3:17]. Procedure: The title compound is prepared according to process H by applying processing method 1 starting from 3-(4-chlorobutyl)-3-ethyl-1,3-dihydro-2H-indol-2-one and 1-(3-methoxyphenyl)-piperazine. The reactants are CCCc1sc2c(c1CCCl)CCN(C(C)=O)C2, Cl, Fc1ccc2c(C3CCNCC3)noc2c1. Product: CCCc1sc2c(c1CCN1CCC(c3noc4cc(F)ccc34)CC1)CCN(C(C)=O)C2. RXN SMILES: [C:1]([CH3:2])(=[O:3])[N:4]1[CH2:5][c:6]2[c:7]([c:10]([CH2:16][CH2:17][Cl:18])[c:11]([CH2:13][CH2:14][CH3:15])[s:12]2)[CH2:8][CH2:9]1.[ClH:19].[F:20][c:21]1[cH:22][c:23]2[c:24]([c:25]([CH:28]3[CH2:29][CH2:30][NH:31][CH2:32][CH2:33]3)[n:26][o:27]2)[cH:34][cH:35]1>>[C:1]([CH3:2])(=[O:3])[N:4]1[CH2:5][c:6]2[c:7]([c:10]([CH2:16][CH2:17][N:31]3[CH2:30][CH2:29][CH:28]([c:25]4[c:24]5[c:23]([cH:22][c:21]([F:20])[cH:35][cH:34]5)[o:27][n:26]4)[CH2:33][CH2:32]3)[c:11]([CH2:13][CH2:14][CH3:15])[s:12]2)[CH2:8][CH2:9]1. Starting materials: S(=O)(Cl)Cl (thionyl chloride), [C@@H]12[C@@H](C[C@@H](CC1)C2)NC2=NC=C(C(=N2)C(F)(F)F)CO (rac-{2-[(1R,2R,4S)-bicyclo[2.2.1]hept-2-ylamino]-4-(trifluoromethyl)pyrimidin-5-yl}methanol), C(O)([O-])=O.[Na+] (sodium hydrogen carbonate). The solvent is ClCCl (dichloromethane). The product is [C@@H]12[C@@H](C[C@@H](CC1)C2)NC2=NC=C(C(=N2)C(F)(F)F)CCl (rac-N-[(1R,2R,4S)-bicyclo[2.2.1]hept-2-yl]-5-(chloromethyl)-4-(trifluoromethyl)pyrimidin-2-amine). As a reaction SMILES: [C@H:1]12[CH2:7][C@H:4]([CH2:5][CH2:6]1)[CH2:3][C@H:2]2[NH:8][C:9]1[N:14]=[C:13]([C:15]([F:18])([F:17])[F:16])[C:12]([CH2:19]O)=[CH:11][N:10]=1.S(Cl)([Cl:23])=O.C(=O)([O-])O.[Na+]>ClCCl>[C@H:1]12[CH2:7][C@H:4]([CH2:5][CH2:6]1)[CH2:3][C@H:2]2[NH:8][C:9]1[N:14]=[C:13]([C:15]([F:18])([F:17])[F:16])[C:12]([CH2:19][Cl:23])=[CH:11][N:10]=1 |f:2.3|. Procedure details: To a mixture of rac-{2-[(1R,2R,4S)-bicyclo[2.2.1]hept-2-ylamino]-4-(trifluoromethyl)pyrimidin-5-yl}methanol (1.05 g) and dichloromethane (21 mL) was added thionyl chloride (0.8 mL) under ice-cooling, followed by stirring under ice-cooling for 30 minutes and at room temperature for 1 hour. To the reaction mixture was added a saturated aqueous sodium hydrogen carbonate solution under ice-cooling, followed by stirring for 10 minutes. The reaction mixture was extracted with chloroform and the obtain... The reactants are SCCS, CCO, C[O-], ClCCn1ccnc1, [Na+]. The product is SCCSCCn1ccnc1. Reaction SMILES: [CH2:1]([CH2:2][SH:3])[SH:4].[CH3:16][CH2:17][OH:18].[CH3:5][O-:6].[Cl:8][CH2:9][CH2:10][n:11]1[cH:12][n:13][cH:14][cH:15]1.[Na+:7]>>[CH2:1]([CH2:2][S:3][CH2:9][CH2:10][n:11]1[cH:12][n:13][cH:14][cH:15]1)[SH:4].